Task: describe an organic reaction: reactants, conditions, products, and yield. Dataset: the Open Reaction Database (ORD), a public repository of structured organic reaction records Reactants: Fc1cc(Cl)ccc1Br, C1CCOC1, CC(C)[N-]C(C)C, [Li+], CN(C)C=O. The product is O=Cc1c(Cl)ccc(Br)c1F. RXN SMILES: [Br:1][c:2]1[c:3]([F:9])[cH:4][c:5]([Cl:8])[cH:6][cH:7]1.[CH2:23]1[O:24][CH2:25][CH2:26][CH2:27]1.[CH3:11][CH:12]([N-:13][CH:14]([CH3:15])[CH3:16])[CH3:17].[Li+:10].[O:18]=[CH:19][N:20]([CH3:21])[CH3:22]>>[Br:1][c:2]1[c:3]([F:9])[c:4]([CH:19]=[O:18])[c:5]([Cl:8])[cH:6][cH:7]1. The reactants are OC1=CC=CC2=C1C(=C(O2)/C=C/C(=O)OCC)C (Ethyl (E)-3-(4-hydroxy-3-methylbenzofuran-2-yl)propenoate), [OH-].[Na+] (sodium hydroxide). Run in CO (methanol). Conditions: time 36 hour. The product is OC1=CC=CC2=C1C(=C(O2)/C=C/C(=O)O)C ((E)-3-(4-Hydroxy-3-methylbenzofuran-2-yl)propenoic acid). Yield: 96.7%. As a reaction SMILES: [OH:1][C:2]1[C:7]2[C:8]([CH3:18])=[C:9](/[CH:11]=[CH:12]/[C:13]([O:15]CC)=[O:14])[O:10][C:6]=2[CH:5]=[CH:4][CH:3]=1.[OH-].[Na+]>CO>[OH:1][C:2]1[C:7]2[C:8]([CH3:18])=[C:9](/[CH:11]=[CH:12]/[C:13]([OH:15])=[O:14])[O:10][C:6]=2[CH:5]=[CH:4][CH:3]=1 |f:1.2|. Procedure: A mixture of ethyl-E-3-(4-hydroxy-3-methylbenzofuran-2-yl)propenoate (225 mg, 0.9 mmoles) (From Example 159), 2N sodium hydroxide (4 ml) and methanol (15 ml) was stirred at room temperature for 36 hours. The mixture was concentrated, acidified with 20% citric acid solution and extracted with ether. The ether solution was dried with Na2SO4, filtered and concentrated to obtain 190 mg of the title compound, m.p. 246°-248° C. (dec.). Reactants: CCOC(=O)C(C)Br, O=C([O-])[O-], CN(C)C=O, C=C(CC)C(=O)c1ccc(O)c(Cl)c1Cl, [K+], [K+], O. The product is C=C(CC)C(=O)c1ccc(OC(C)C(=O)OCC)c(Cl)c1Cl. As a reaction SMILES: [Br:22][CH:23]([C:24](=[O:25])[O:26][CH2:27][CH3:28])[CH3:29].[C:16](=[O:17])([O-:18])[O-:19].[CH3:31][N:32]([CH3:33])[CH:34]=[O:35].[Cl:1][c:2]1[c:3]([OH:15])[cH:4][cH:5][c:6]([C:9]([C:10]([CH2:11][CH3:12])=[CH2:13])=[O:14])[c:7]1[Cl:8].[K+:20].[K+:21].[OH2:30]>>[Cl:1][c:2]1[c:3]([O:15][CH:23]([C:24](=[O:25])[O:26][CH2:27][CH3:28])[CH3:29])[cH:4][cH:5][c:6]([C:9]([C:10]([CH2:11][CH3:12])=[CH2:13])=[O:14])[c:7]1[Cl:8]. Reactants: COC([C@@H](NC(=S)C1(CCCC1)CCCCS(=O)(=O)C)CC1=CC=C(C=C1)NC(=O)C1=C(C=CC=C1Cl)Cl)=O (4-[[(2,6-dichlorophenyl)carbonyl]amino]-N-[[1-[4-(methylsulfonyl)butyl] cyclopentyl]thioxomethyl]-L-phenylalanine methyl ester). Run in C(C)OCC (diethyl ether), C(C)O (ethanol), O (water). Reaction conditions: temperature 52.5 celsius, time 22 hour. The product is ClC1=C(C(=CC=C1)Cl)C(=O)NC1=CC=C(C[C@H](NC(=S)C2(CCCC2)CCCCS(=O)(=O)C)C(=O)O)C=C1 (4-[[(2,6-dichlorophenyl)carbonyl]amino]-N-[[1-[4-(methylsulfonyl)butyl]cyclopentyl]thioxomethyl]-L-phenylalanine). The yield is 70.2%. RXN SMILES: C[O:2][C:3](=[O:39])[C@H:4]([CH2:21][C:22]1[CH:27]=[CH:26][C:25]([NH:28][C:29]([C:31]2[C:36]([Cl:37])=[CH:35][CH:34]=[CH:33][C:32]=2[Cl:38])=[O:30])=[CH:24][CH:23]=1)[NH:5][C:6]([C:8]1([CH2:13][CH2:14][CH2:15][CH2:16][S:17]([CH3:20])(=[O:19])=[O:18])[CH2:12][CH2:11][CH2:10][CH2:9]1)=[S:7]>C(O)C.O.C(OCC)C>[Cl:38][C:32]1[CH:33]=[CH:34][CH:35]=[C:36]([Cl:37])[C:31]=1[C:29]([NH:28][C:25]1[CH:26]=[CH:27][C:22]([CH2:21][C@@H:4]([C:3]([OH:39])=[O:2])[NH:5][C:6]([C:8]2([CH2:13][CH2:14][CH2:15][CH2:16][S:17]([CH3:20])(=[O:19])=[O:18])[CH2:9][CH2:10][CH2:11][CH2:12]2)=[S:7])=[CH:23][CH:24]=1)=[O:30]. Reported procedure: To a solution of 4-[[(2,6-dichlorophenyl)carbonyl]amino]-N-[[1-[4-(methylsulfonyl)butyl] cyclopentyl]thioxomethyl]-L-phenylalanine methyl ester (25.86 mmol, 15.87 g) in ethanol (75 mL) was added aqueous 1. ON sodium hydroxide (60 mL) at 50° C. The mixture was heated to 50-55° C. and the resulting clear light brown solution was stirred for 22 h at which time TLC analysis of the mixture indicated the absence of starting material. The mixture was diluted with water and allowed to cool to room tempe... The reactants are N=C1C(C(=CC=C1)CC=1OC=CC1)NC(=S)NC(=O)OC (imino(2-furylmethyl)-2-(3-carbomethoxythioureido) benzene), [OH-].[Na+] (sodium hydroxide), C(C1=CC=CC=C1)Cl (benzyl chloride), CS(=O)C (dimethyl sulfoxide). Solvent: O (water). Reaction conditions: time 0.5 hour. Product: N=C1C(C(=CC=C1)CC=1OC=CC1)NC(SCC1=CC=CC=C1)=NC(=O)OC (1-imino-(2-furylmethyl)-2-(3-carbomethoxy-S-benzylisothioureido)benzene). Yield: 69.8%. RXN SMILES: [NH:1]=[C:2]1[CH:7]=[CH:6][CH:5]=[C:4]([CH2:8][C:9]2[O:10][CH:11]=[CH:12][CH:13]=2)[CH:3]1[NH:14][C:15]([NH:17][C:18]([O:20][CH3:21])=[O:19])=[S:16].[CH2:22](Cl)[C:23]1[CH:28]=[CH:27][CH:26]=[CH:25][CH:24]=1.CS(C)=O.[OH-].[Na+]>O>[NH:1]=[C:2]1[CH:7]=[CH:6][CH:5]=[C:4]([CH2:8][C:9]2[O:10][CH:11]=[CH:12][CH:13]=2)[CH:3]1[NH:14][C:15](=[N:17][C:18]([O:20][CH3:21])=[O:19])[S:16][CH2:22][C:23]1[CH:28]=[CH:27][CH:26]=[CH:25][CH:24]=1 |f:3.4|. Reported procedure: To 100.0 g (0.33 mole) of imino(2-furylmethyl)-2-(3-carbomethoxythioureido) benzene and 50.0 g. (0.395 mole) of benzyl chloride in 275 ml. of dimethyl sulfoxide is slowly added 15.0 g (0.375 mole) of sodium hydroxide in 260 g. of water. The resulting mixture is stirred for 1/2 hour and the yellow precipitate is separated by filtration and recrystallized from 800 ml of methylene chloride-hexane (1:1) to give 91.1 g (70.1%) of 1-imino-(2-furylmethyl)-2-(3-carbomethoxy-S-benzylisothioureido)benzene... Starting materials: BrC1=C(C=C(C=C1)C(F)F)F (1-bromo-4-(difluoromethyl)-2-fluorobenzene), C(CCC)[Li] (butyllithium), CN(C)C=O (DMF). Solvent: C1CCOC1 (THF). Conditions: temperature -78 celsius, time 30 minute. Product: FC(C1=CC(=C(C=O)C=C1)F)F (4-(difluoromethyl)-2-fluorobenzaldehyde). Isolated yield 67.7%. RXN SMILES: Br[C:2]1[CH:7]=[CH:6][C:5]([CH:8]([F:10])[F:9])=[CH:4][C:3]=1[F:11].C([Li])CCC.CN([CH:20]=[O:21])C>C1COCC1>[F:9][CH:8]([F:10])[C:5]1[CH:6]=[CH:7][C:2]([CH:20]=[O:21])=[C:3]([F:11])[CH:4]=1. Procedure: To a solution of 1-bromo-4-(difluoromethyl)-2-fluorobenzene (311 mg, 1.382 mmol) in THF (2.99 mL) was added butyllithium (1.6M solution in hexanes; 0.881 mL, 1.410 mmol) over ˜5 min at −78° C. The reaction mixture was stirred for 30 min at −78° C. then DMF (0.161 mL, 2.073 mmol) was added dropwise over ˜1 min. Stirring was continued for 20 min. The reaction mixture was quenched with aqueous 1M HCl solution/MeOH (2:1, 3 mL) and allowed to warm to room temperature. The mixture was diluted with 5 m... Reactants: CC#N, CC1=C(c2ccncc2)SC(OC(=O)c2cccc(Cl)c2)C(=O)N1, c1ccoc1. Yields the product CC1=C(c2ccncc2)SC(c2ccco2)C(=O)N1. Reaction SMILES: [CH3:30][C:31]#[N:32].[Cl:1][c:2]1[cH:3][c:4]([C:22]([O:23][CH:8]2[S:9][C:10]([c:16]3[cH:17][cH:18][n:19][cH:20][cH:21]3)=[C:11]([CH3:15])[NH:12][C:13]2=[O:14])=[O:24])[cH:5][cH:6][cH:7]1.[cH:25]1[cH:26][cH:27][o:28][cH:29]1>>[CH:8]1([c:27]2[cH:26][cH:25][cH:29][o:28]2)[S:9][C:10]([c:16]2[cH:17][cH:18][n:19][cH:20][cH:21]2)=[C:11]([CH3:15])[NH:12][C:13]1=[O:14].